This data is from the Open Reaction Database (ORD), a public repository of structured organic reaction records. The task is: describe an organic reaction: reactants, conditions, products, and yield Reactants: CC(C)(C)OC(=O)NCCCCc1ccc(NCCCC(N)=O)cc1, ClCCl, O=C(O)C(F)(F)F. Product: NCCCCc1ccc(NCCCC(N)=O)cc1. Reaction SMILES: [C:1]([O:2][C:3](=[O:4])[NH:7][CH2:8][CH2:9][CH2:10][CH2:11][c:12]1[cH:13][cH:14][c:15]([NH:18][CH2:19][CH2:20][CH2:21][C:22]([NH2:23])=[O:24])[cH:16][cH:17]1)([CH3:5])([CH3:6])[CH3:25].[Cl:33][CH2:34][Cl:35].[F:26][C:27]([F:28])([F:29])[C:30]([OH:31])=[O:32]>>[NH2:7][CH2:8][CH2:9][CH2:10][CH2:11][c:12]1[cH:13][cH:14][c:15]([NH:18][CH2:19][CH2:20][CH2:21][C:22]([NH2:23])=[O:24])[cH:16][cH:17]1.